From a dataset of the Open Reaction Database (ORD), a public repository of structured organic reaction records. describe an organic reaction: reactants, conditions, products, and yield Reactants: CN1C(=CC=C1)C(=O)C1=CC=C2N1CCC2C(=O)O (5-(N-methyl-2-pyrroyl)-1,2-dihydro-3H-pyrrolo[1,2-a]pyrrole-1-carboxylic acid), Cl (hydrogen chloride). Run in C(CC(C)C)O (isoamyl alcohol). Reaction conditions: time 24 hour. The product is CN1C(=CC=C1)C(=O)C1=CC=C2N1CCC2C(=O)OCCC(C)C (isoamyl 5-(N-methyl-2-pyrroyl)-1,2-dihydro-3H-pyrrolo[ 1,2-a]pyrrole-1-carboxylate). Reaction SMILES: [CH3:1][N:2]1[CH:6]=[CH:5][CH:4]=[C:3]1[C:7]([C:9]1[N:13]2[CH2:14][CH2:15][CH:16]([C:17]([OH:19])=[O:18])[C:12]2=[CH:11][CH:10]=1)=[O:8].Cl>C(O)CC(C)C>[CH3:1][N:2]1[CH:6]=[CH:5][CH:4]=[C:3]1[C:7]([C:9]1[N:13]2[CH2:14][CH2:15][CH:16]([C:17]([O:19][CH2:14][CH2:15][CH:16]([CH3:17])[CH3:12])=[O:18])[C:12]2=[CH:11][CH:10]=1)=[O:8]. Reported procedure: A solution of 300 mg. of 5-(N-methyl-2-pyrroyl)-1,2-dihydro-3H-pyrrolo[1,2-a]pyrrole-1-carboxylic acid in 5 ml. of isoamyl alcohol is saturated with hydrogen chloride. After 24 hours, the excess alcohol is distilled off in vacuo and the residue purified by chromatography on alumina, to yield isoamyl 5-(N-methyl-2-pyrroyl)-1,2-dihydro-3H-pyrrolo[ 1,2-a]pyrrole-1-carboxylate. Reactants: C(N)(=N)N1N=CC(=C1N)C1=CC=NC=C1 (1-amidino-4-(4-pyridyl)-5-amino-pyrazole), C(N)(=N)N1N=CC(=C1N)C1=NC=CN=C1 (1-amidino-4-(2-pyrazinyl)-5-aminopyrazole). Yields the product NC1=NC=NC=2N1N=CC2C2=NC=CN=C2 (4-amino-8-(2-pyrazinyl)-pyrazolo[1,5-a][1,3,5]triazine). Isolated yield 75.0%. As a reaction SMILES: [C:1](N1C(N)=C(C2C=CN=CC=2)C=N1)(=N)N.[C:16]([N:19]1[C:23]([NH2:24])=[C:22]([C:25]2[CH:30]=[N:29][CH:28]=[CH:27][N:26]=2)[CH:21]=[N:20]1)(=[NH:18])[NH2:17]>>[NH2:18][C:16]1[N:19]2[N:20]=[CH:21][C:22]([C:25]3[CH:30]=[N:29][CH:28]=[CH:27][N:26]=3)=[C:23]2[N:24]=[CH:1][N:17]=1. Procedure: By replacing the 1-amidino-4-(4-pyridyl)-5-amino-pyrazole employed in Example 1C with an equivalent quantity of 1-amidino-4-(2-pyrazinyl)-5-aminopyrazole and following substantially the same procedure described in Example 1C there is obtained a 75% yield of 4-amino-8-(2-pyrazinyl)-pyrazolo[1,5-a][1,3,5]triazine. The product separates from boiling dimethylformamide in crystals melting above 360° C.